Dataset: the Open Reaction Database (ORD), a public repository of structured organic reaction records. Task: describe an organic reaction: reactants, conditions, products, and yield Starting materials: NC(C(C(CC1=CC=CC=C1)NC(C1=C(N=CC=C1)N1N=C2C(N(CCC2)CC2=CC=CC=C2)=C1)=O)O)=O (N-(4-amino-3-hydroxy-4-oxo-1-phenylbutan-2-yl)-2-(4-benzyl-4,5,6,7-tetrahydro-2H-pyrazolo[4,3-b]pyridin-2-yl)nicotinamide). Solvent: ClCCl.CO (dichloromethane methanol). Yields the product NC(C(C(CC1=CC=CC=C1)NC(C1=C(N=CC=C1)N1N=C2C(N(CCC2)CC2=CC=CC=C2)=C1)=O)=O)=O (N-(4-Amino-3,4-dioxo-1-phenylbutan-2-yl)-2-(4-benzyl-4,5,6,7-tetrahydro-2H-pyrazolo[4,3-b]pyridin-2-yl)nicotinamide). RXN SMILES: [NH2:1][C:2](=[O:38])[CH:3]([OH:37])[CH:4]([NH:12][C:13](=[O:36])[C:14]1[CH:19]=[CH:18][CH:17]=[N:16][C:15]=1[N:20]1[CH:35]=[C:23]2[N:24]([CH2:28][C:29]3[CH:34]=[CH:33][CH:32]=[CH:31][CH:30]=3)[CH2:25][CH2:26][CH2:27][C:22]2=[N:21]1)[CH2:5][C:6]1[CH:11]=[CH:10][CH:9]=[CH:8][CH:7]=1>ClCCl.CO>[NH2:1][C:2](=[O:38])[C:3](=[O:37])[CH:4]([NH:12][C:13](=[O:36])[C:14]1[CH:19]=[CH:18][CH:17]=[N:16][C:15]=1[N:20]1[CH:35]=[C:23]2[N:24]([CH2:28][C:29]3[CH:30]=[CH:31][CH:32]=[CH:33][CH:34]=3)[CH2:25][CH2:26][CH2:27][C:22]2=[N:21]1)[CH2:5][C:6]1[CH:11]=[CH:10][CH:9]=[CH:8][CH:7]=1 |f:1.2|. Procedure details: Oxidation of N-(4-amino-3-hydroxy-4-oxo-1-phenylbutan-2-yl)-2-(4-benzyl-4,5,6,7-tetrahydro-2H-pyrazolo[4,3-b]pyridin-2-yl)nicotinamide (150 mg, 0.294 mmol) as described in example 2.4 and purification by chromatography over silica gel (eluent: dichloromethane/methanol) afforded the title compound as an amorpous solid; 11 mg, ESI-MS [M+H]+: 509.2. 1H-NMR (400 MHz, DMSO), δ[ppm]: 8.62 (m, 1H), 8.35 (m, 2H), 7.76 (m, 1H), 7.50 (m, 1H), 7.35-7.12 (m, 12H), 5.85 (s, 1H), 4.36 (m, 1H), 4.20 (s, 2H), 3... Reactants: O(C1=CC=CC=C1)CC1=CC=C(C(=O)O)C=C1 (4-phenoxymethylbenzoic acid), B (borane). The solvent is O1CCCC1 (tetrahydrofuran), O1CCCC1 (THF). Run at temperature 0 celsius, time 8 hour. Yields the product O(C1=CC=CC=C1)CC1=CC=C(C=C1)CO (4-Phenoxymethylphenylmethanol). Isolated yield 90.2%. RXN SMILES: [O:1]([CH2:8][C:9]1[CH:17]=[CH:16][C:12]([C:13](O)=[O:14])=[CH:11][CH:10]=1)[C:2]1[CH:7]=[CH:6][CH:5]=[CH:4][CH:3]=1.B>O1CCCC1>[O:1]([CH2:8][C:9]1[CH:10]=[CH:11][C:12]([CH2:13][OH:14])=[CH:16][CH:17]=1)[C:2]1[CH:7]=[CH:6][CH:5]=[CH:4][CH:3]=1. Procedure details: 4-Phenoxymethylbenzoic acid 3 (3.424 g, 15.0 mmol) was dissolved in tetrahydrofuran (THF) (50 ml) and cooled to 0° C. A solution of borane in THF (33 ml, 33.0 mmol) was added dropwise at 0° C. The solution was then allowed to warm to room temperature and stir overnight. The mixture was then quenched with water, aqueous NaOH was added, and stirred for 30 min. The solution was then acidified with dilute HCl and extracted. The extracts were dried, concentrated, and purified by chromatography to giv... The reactants are OCC1=CC=C(C(C=O)=C1)O (5-hydroxymethyl-salicylaldehyde), N1C(=S)NC(=O)CC1=O (2-thiobarbituric acid), CS(=O)(=O)O (methanesulfonic acid). Solvent: C(CCC)O (n-butanol). Run at time 1 hour. Product: C(CCC)OCC=1C=CC2=C(CC3=C(NC(NC3=O)=S)O2)C1 (7-n-butyloxymethyl-(1H,3H,5H)-(1)-benzopyrano-(2,3-d)-pyrimidine-4-one-2-thione). As a reaction SMILES: [OH:1][CH2:2][C:3]1[CH:10]=[C:7]([CH:8]=O)[C:6]([OH:11])=[CH:5][CH:4]=1.[NH:12]1[C:19](=O)[CH2:18][C:16](=[O:17])[NH:15][C:13]1=[S:14].CS(O)(=O)=O>C(O)CCC>[CH2:2]([O:1][CH2:2][C:3]1[CH:4]=[CH:5][C:6]2[O:11][C:19]3[NH:12][C:13](=[S:14])[NH:15][C:16](=[O:17])[C:18]=3[CH2:8][C:7]=2[CH:10]=1)[CH2:3][CH2:4][CH3:5]. Reported procedure: To a solution of 5-hydroxymethyl-salicylaldehyde (5.8 g.) and 2-thiobarbituric acid (6 g.) in n-butanol (100 ml.) add methanesulfonic acid (10 ml.) and heat to reflux, with stirring, for 1 hour. Cool, filter and wash the solid with ethanol and ether to yield 7-n-butyloxymethyl-(1H,3H,5H)-(1)-benzopyrano-(2,3-d)-pyrimidine-4-one-2-thione. Reactants: CN1N=NC(=C1)C(=O)N (1-methyl-1H-1,2,3-triazole-4-carboxamide), [BH4-].[Li+] (lithium borohydride), [Cl-].[NH4+] (ammonium chloride). Solvent: CO (methanol), COCCOCCOC (bis(2-methoxyethyl)ether), CO (Methanol). Conditions: temperature 155 celsius. The product is Cl.CN1N=NC(=C1)CN (C-(1-Methyl-1H-[1,2,3]triazol-4-yl)methylamine hydrochloride). RXN SMILES: [CH3:1][N:2]1[CH:6]=[C:5]([C:7]([NH2:9])=O)[N:4]=[N:3]1.[BH4-].[Li+].[Cl-:12].[NH4+]>COCCOCCOC.CO>[ClH:12].[CH3:1][N:2]1[CH:6]=[C:5]([CH2:7][NH2:9])[N:4]=[N:3]1 |f:1.2,3.4,7.8|. Procedure details: A solution of 1-methyl-1H-1,2,3-triazole-4-carboxamide (Bull. Chem. Soc. Jap. (1972), 45(8), 2577-9) (0.050 g) in bis(2-methoxyethyl)ether (diglyme, 2 ml) was treated with lithium borohydride (0.0264 g) and heated to reflux (oil bath 155° C.). Methanol (0.18 ml) was added dropwise in two portions after 5 min and 35 min, and the mixture heated under reflux for 1.5 h with stirring under nitrogen. Saturated aqueous ammonium chloride (0.2 ml) was added dropwise to the cooled mixture, and the mixture... Reactants: [OH-].[NH4+] (ammonium hydroxide), N=1C=CN2C1SC1=C2C=C(C=C1)N (imidazo[2,1-b]benzothiazol-6-amine), C(C)(=O)O (acetic acid), CC(C)=O (2-propanone), [BH4-].[Na+] (sodium borohydride). Conditions: time 10 minute. Product: CC(C)NC=1C=CC2=C(N3C(S2)=NCC3)C1 (2,3-dihydro-N-(1-methylethyl)imidazo[2,1-b]benzothiazol-6-amine). Yield: 54.0%. Reaction SMILES: [N:1]1[CH:2]=[CH:3][N:4]2[C:8]3[CH:9]=[C:10]([NH2:13])[CH:11]=[CH:12][C:7]=3[S:6][C:5]=12.C(O)(=O)C.[BH4-].[Na+].[OH-].[NH4+].[CH3:22][C:23](=O)[CH3:24]>>[CH3:22][CH:23]([NH:13][C:10]1[CH:11]=[CH:12][C:7]2[S:6][C:5]3=[N:1][CH2:2][CH2:3][N:4]3[C:8]=2[CH:9]=1)[CH3:24] |f:2.3,4.5|. Procedure: To a stirred mixture of 4 parts of imidazo[2,1-b]benzothiazol-6-amine and 30 parts of acetic acid are added 1.6 parts of 2-propanone. After stirring for 10 minutes at room temperature, 0.6 parts of sodium borohydride are added portionwise at 20° C. (cooling is necessary). Upon completion, stirring is continued for 10 minutes. The reaction mixture is poured onto water and the whole is alkalized to pH 7-8 with ammonium hydroxide. The product is extracted with trichloromethane. The extract is washe... Reactants: CC(N=C=NC(C)C)C (DIC), ClC1=CC=C(C=C1)C1=CC2=C(C(N(C2)C2=CC(=C(C=C2)OC[C@@H](CS(=O)(=O)CC)O)OC)=O)S1 ((S)-2-(4-chlorophenyl)-5-(4-(3-(ethylsulfonyl)-2-hydroxypropoxy)-3-methoxyphenyl)-4H-thieno[2,3-c]pyrrol-6(5H)-one), N([C@@H](C(C)C)C(=O)O)C(=O)OC(C)(C)C (BOC-Val-OH). Reagents/catalysts: CN(C)C=1C=CN=CC1 (DMAP). The solvent is C(Cl)Cl (CH2Cl2). Yields the product C(C)(C)(C)OC(=O)N[C@H](C(=O)O[C@@H](COC1=C(C=C(C=C1)N1C(C2=C(C1)C=C(S2)C2=CC=C(C=C2)Cl)=O)OC)CS(=O)(=O)CC)C(C)C ((S)-((S)-1-(4-(2-(4-Chlorophenyl)-6-oxo-4H-thieno[2,3-c]pyrrol-5(6H)-yl)-2-methoxyphenoxy)-3-(ethylsulfonyl)propan-2-yl) 2-(tert-butoxycarbonylamino)-3-methylbutanoate). Isolated yield 79.0%. Reaction SMILES: [Cl:1][C:2]1[CH:7]=[CH:6][C:5]([C:8]2[S:34][C:11]3[C:12](=[O:33])[N:13]([C:15]4[CH:20]=[CH:19][C:18]([O:21][CH2:22][C@H:23]([OH:30])[CH2:24][S:25]([CH2:28][CH3:29])(=[O:27])=[O:26])=[C:17]([O:31][CH3:32])[CH:16]=4)[CH2:14][C:10]=3[CH:9]=2)=[CH:4][CH:3]=1.[NH:35]([C:43]([O:45][C:46]([CH3:49])([CH3:48])[CH3:47])=[O:44])[C@H:36]([C:40](O)=[O:41])[CH:37]([CH3:39])[CH3:38].CC(C)N=C=NC(C)C>CN(C1C=CN=CC=1)C.C(Cl)Cl>[C:46]([O:45][C:43]([NH:35][C@@H:36]([CH:37]([CH3:39])[CH3:38])[C:40]([O:30][C@H:23]([CH2:24][S:25]([CH2:28][CH3:29])(=[O:26])=[O:27])[CH2:22][O:21][C:18]1[CH:19]=[CH:20][C:15]([N:13]2[CH2:14][C:10]3[CH:9]=[C:8]([C:5]4[CH:6]=[CH:7][C:2]([Cl:1])=[CH:3][CH:4]=4)[S:34][C:11]=3[C:12]2=[O:33])=[CH:16][C:17]=1[O:31][CH3:32])=[O:41])=[O:44])([CH3:49])([CH3:48])[CH3:47]. Procedure: To a suspension of (S)-2-(4-chlorophenyl)-5-(4-(3-(ethylsulfonyl)-2-hydroxypropoxy)-3-methoxyphenyl)-4H-thieno[2,3-c]pyrrol-6(5H)-one) (46.0 mg, 0.088 mmol), DMAP (5.47 mg, 0.045 mmol) and BOC-Val-OH (22.96 mg, 0.106 mmol) in CH2Cl2 (0.401 mL) at RT was added DIC (0.022 mL, 0.141 mmol) dropwise over a period of 1 h. After stirring for an additional 2H, the reaction mixture was filtered and the filtrate was washed with cold 1N HCl (3×10 mL) and cold 10% NaHCO3 (3×10 mL) prior to drying over anhyd... The reactants are O=C1C=CC(=NN1CC1=CC(=CC=C1)C1=NC=C(C=N1)OCC1CCNCC1)C=1C=C(C#N)C=CC1 (3-(6-oxo-1-{3-[5-(piperidin-4-ylmethoxy)pyrimidin-2-yl]benzyl}-1,6-dihydropyridazin-3-yl)benzonitrile), C(=O)OCC (ethyl formate). The product is C(=O)N1CCC(CC1)COC=1C=NC(=NC1)C=1C=C(CN2N=C(C=CC2=O)C=2C=C(C#N)C=CC2)C=CC1 (3-(1-{3-[5-(1-formylpiperidin-4-ylmethoxy)pyrimidin-2-yl]-benzyl}-6-oxo-1,6-dihydropyridazin-3-yl)benzonitrile). Reaction SMILES: [O:1]=[C:2]1[N:7]([CH2:8][C:9]2[CH:14]=[CH:13][CH:12]=[C:11]([C:15]3[N:20]=[CH:19][C:18]([O:21][CH2:22][CH:23]4[CH2:28][CH2:27][NH:26][CH2:25][CH2:24]4)=[CH:17][N:16]=3)[CH:10]=2)[N:6]=[C:5]([C:29]2[CH:30]=[C:31]([CH:34]=[CH:35][CH:36]=2)[C:32]#[N:33])[CH:4]=[CH:3]1.[CH:37](OCC)=[O:38]>>[CH:37]([N:26]1[CH2:25][CH2:24][CH:23]([CH2:22][O:21][C:18]2[CH:17]=[N:16][C:15]([C:11]3[CH:10]=[C:9]([CH:14]=[CH:13][CH:12]=3)[CH2:8][N:7]3[C:2](=[O:1])[CH:3]=[CH:4][C:5]([C:29]4[CH:30]=[C:31]([CH:34]=[CH:35][CH:36]=4)[C:32]#[N:33])=[N:6]3)=[N:20][CH:19]=2)[CH2:28][CH2:27]1)=[O:38]. Procedure details: 239 mg (0.5 mmol) of 3-(6-oxo-1-{3-[5-(piperidin-4-ylmethoxy)pyrimidin-2-yl]benzyl}-1,6-dihydropyridazin-3-yl)benzonitrile are suspended in 10 ml of ethyl formate and refluxed for 8 h. The reaction mixture is evaporated and purified by means of column chromatography on silica gel.